This data is from the Open Reaction Database (ORD), a public repository of structured organic reaction records. The task is: describe an organic reaction: reactants, conditions, products, and yield Starting materials: ClC1=C(C=C(C=C1)OC(F)F)C(C#N)CO (2-(2-chloro-5-(difluoromethoxy)phenyl)-3-hydroxypropanenitrile), C(C)#N (acetonitrile), C(C)(=O)OC(C)=O (acetic anhydride), OS(=O)(=O)O (H2SO4). Solvent: O (water). The product is C(C)(=O)OCC(C#N)C1=C(C=CC(=C1)OC(F)F)Cl (3-acetoxy-2-(2-chloro-5-(difluoromethoxy)phenyl)propanenitrile). Yield: 80.4%. RXN SMILES: [Cl:1][C:2]1[CH:7]=[CH:6][C:5]([O:8][CH:9]([F:11])[F:10])=[CH:4][C:3]=1[CH:12]([CH2:15][OH:16])[C:13]#[N:14].C(#N)C.[C:20](OC(=O)C)(=[O:22])[CH3:21].OS(O)(=O)=O>O>[C:20]([O:16][CH2:15][CH:12]([C:3]1[CH:4]=[C:5]([O:8][CH:9]([F:11])[F:10])[CH:6]=[CH:7][C:2]=1[Cl:1])[C:13]#[N:14])(=[O:22])[CH3:21]. Procedure details: A 5 mL screw-capped test tube was charged with 250 mg (1.00 mmol) of 2-(2-chloro-5-(difluoromethoxy)phenyl)-3-hydroxypropanenitrile, 0.4 mL of acetonitrile and 122 μL (1.3 mmol) of acetic anhydride. This mixture was stirred briefly with a melting point capillary having the tip wetted with conc. H2SO4 to give an immediate exotherm. After 15 minutes the mixture was diluted with water and extracted with butyl chloride. The extract was washed with water 3 times, dried (Na2SO4), and stripped of solve... Starting materials: CS(=O)(=O)O[C@H]1CN(CC1)CC1=CC=CC=C1 ((3R)-1-(phenylmethyl)-3-pyrrolidinyl methanesulfonate), [C-]#N (cyanide). Solvent: C(Cl)Cl (DCM), C([O-])(O)=O.[Na+] (sodium bicarbonate), O (water). Reaction conditions: temperature 60 celsius. Yields the product C1(=CC=CC=C1)CN1C[C@H](CC1)C#N ((3S)-1-(phenylmethyl)-3-pyrrolidinecarbonitrile). The yield is 109.3%. RXN SMILES: CS(O[C@@H:6]1[CH2:10][CH2:9][N:8]([CH2:11][C:12]2[CH:17]=[CH:16][CH:15]=[CH:14][CH:13]=2)[CH2:7]1)(=O)=O.[C-:18]#[N:19]>C(Cl)Cl.C(=O)(O)[O-].[Na+].O>[C:12]1([CH2:11][N:8]2[CH2:9][CH2:10][C@H:6]([C:18]#[N:19])[CH2:7]2)[CH:17]=[CH:16][CH:15]=[CH:14][CH:13]=1 |f:3.4|. Procedure details: (3R)-1-(phenylmethyl)-3-pyrrolidinyl methanesulfonate (12.9 g, 50.6 mmol) and tertrabytulamonium cyanide (25 g, 93.3 mmol) was mixed in DCM (20 mL) and refluxed at 60° C. for 6 h. The resulting solution was cooled down to room temperature and diluted with saturated sodium bicarbonate solution in water. The aqueous phase was extracted several times with toluene. The organic fractions was combined, washed with brine and concentrated to provide the title compound as an oil (10.3 g, quantit.) which ... Reactants: ClCC(=O)Cl (Chloroacetyl chloride), O1CCC(CC1)CNC1=C(C=NC2=CC=CC=C12)N (N4-(tetrahydro-2H-pyran-4-ylmethyl)quinoline-3,4-diamine). Solvent: ClCCl (dichloromethane), ClCCl (dichloromethane), ClCCl (dichloromethane). Run at time 24 hour. The product is ClCC=1N(C2=C(C=NC=3C=CC=CC23)N1)CC1CCOCC1 (2-(chloromethyl)-1-(tetrahydro-2H-pyran-4-ylmethyl)-1H-imidazo[4,5-c]quinoline). The yield is 88.5%. Reaction SMILES: [Cl:1][CH2:2][C:3](Cl)=O.[O:6]1[CH2:11][CH2:10][CH:9]([CH2:12][NH:13][C:14]2[C:23]3[C:18](=[CH:19][CH:20]=[CH:21][CH:22]=3)[N:17]=[CH:16][C:15]=2[NH2:24])[CH2:8][CH2:7]1>ClCCl>[Cl:1][CH2:2][C:3]1[N:13]([CH2:12][CH:9]2[CH2:8][CH2:7][O:6][CH2:11][CH2:10]2)[C:14]2[C:23]3[CH:22]=[CH:21][CH:20]=[CH:19][C:18]=3[N:17]=[CH:16][C:15]=2[N:24]=1. Procedure details: Chloroacetyl chloride (12 mL, 151 mmol) was dissolved in dichloromethane (30 mL) and added via addition funnel, over 20 minutes, to a stirring solution of N4-(tetrahydro-2H-pyran-4-ylmethyl)quinoline-3,4-diamine (35.3 g, 137 mmol) in dichloromethane (300 mL). The resulting solution was stirred at ambient temperature under nitrogen for 24 hours at which point the solution was heated to 40° C. for an additional 24 hours. The mixture was cooled to ambient temperature, diluted with dichloromethane (... Product: COC1C(OC(=O)Oc2ccc([N+](=O)[O-])cc2)CCC2(CO2)C1C1(C)OC1CC=C(C)C. Starting materials: C1COCCN1, CCOCC, O=C(Cl)Oc1ccc([N+](=O)[O-])cc1, ClCCl, COC1C(O)CCC2(CO2)C1C1(C)OC1CC=C(C)C, c1ccncc1. RXN SMILES: [CH2:40]1[NH:41][CH2:42][CH2:43][O:44][CH2:45]1.[CH3:49][CH2:50][O:51][CH2:52][CH3:53].[Cl:27][C:28](=[O:29])[O:30][c:31]1[cH:32][cH:33][c:34]([N+:37](=[O:38])[O-:39])[cH:35][cH:36]1.[Cl:46][CH2:47][Cl:48].[OH:1][CH:2]1[CH:3]([O:19][CH3:20])[CH:4]([C:10]2([CH3:18])[O:11][CH:12]2[CH2:13][CH:14]=[C:15]([CH3:16])[CH3:17])[C:5]2([CH2:6][O:7]2)[CH2:8][CH2:9]1.[cH:21]1[cH:22][cH:23][n:24][cH:25][cH:26]1>>[O:1]([CH:2]1[CH:3]([O:19][CH3:20])[CH:4]([C:10]2([CH3:18])[O:11][CH:12]2[CH2:13][CH:14]=[C:15]([CH3:16])[CH3:17])[C:5]2([CH2:6][O:7]2)[CH2:8][CH2:9]1)[C:28](=[O:29])[O:30][c:31]1[cH:32][cH:33][c:34]([N+:37](=[O:38])[O-:39])[cH:35][cH:36]1. Reactants: O=C(O)C=Cc1c(F)cccc1F, O=S(Cl)Cl, c1ccccc1. Yields the product O=C(Cl)C=Cc1c(F)cccc1F. Reaction SMILES: [F:1][c:2]1[c:3]([CH:4]=[CH:5][C:6](=[O:7])[OH:8])[c:9]([F:13])[cH:10][cH:11][cH:12]1.[S:14]([Cl:15])([Cl:16])=[O:17].[cH:18]1[cH:19][cH:20][cH:21][cH:22][cH:23]1>>[F:1][c:2]1[c:3]([CH:4]=[CH:5][C:6](=[O:7])[Cl:16])[c:9]([F:13])[cH:10][cH:11][cH:12]1. Starting materials: C(C)(C)(C)NS(=O)(=O)C=1SC(=CC1)C=1N=CN(C1)C1=NC(=CC(=N1)C1=CC(=C(C=C1)F)F)C(F)(F)F (5-{1-[4-(3,4-difluoro-phenyl)-6-trifluoromethyl-pyrimidin-2-yl]-1H-imidazol-4-yl}-thiophene-2-sulfonic acid tert-butyl amide), C(=O)(C(F)(F)F)O (TFA). Solvent: ClCCl (dichloromethane). Run at time 15 hour. Product: FC=1C=C(C=CC1F)C1=NC(=NC(=C1)C(F)(F)F)N1C=NC(=C1)C1=CC=C(S1)S(=O)(=O)N (5-{1-[4-(3,4-Difluoro-phenyl)-6-trifluoromethyl-pyrimidin-2-yl]-1H-imidazol-4-yl}-thiophene-2-sulfonic acid amide). Isolated yield 35.8%. RXN SMILES: C([NH:5][S:6]([C:9]1[S:10][C:11]([C:14]2[N:15]=[CH:16][N:17]([C:19]3[N:24]=[C:23]([C:25]4[CH:30]=[CH:29][C:28]([F:31])=[C:27]([F:32])[CH:26]=4)[CH:22]=[C:21]([C:33]([F:36])([F:35])[F:34])[N:20]=3)[CH:18]=2)=[CH:12][CH:13]=1)(=[O:8])=[O:7])(C)(C)C.C(O)(C(F)(F)F)=O>ClCCl>[F:32][C:27]1[CH:26]=[C:25]([C:23]2[CH:22]=[C:21]([C:33]([F:35])([F:34])[F:36])[N:20]=[C:19]([N:17]3[CH:18]=[C:14]([C:11]4[S:10][C:9]([S:6]([NH2:5])(=[O:8])=[O:7])=[CH:13][CH:12]=4)[N:15]=[CH:16]3)[N:24]=2)[CH:30]=[CH:29][C:28]=1[F:31]. Reported procedure: To a cooled and stirred solution of 5-{1-[4-(3,4-difluoro-phenyl)-6-trifluoromethyl-pyrimidin-2-yl]-1H-imidazol-4-yl}-thiophene-2-sulfonic acid tert-butyl amide (0.24 g) in dichloromethane (4 ml) was added TFA (4 ml) and the reaction mixture was allowed to stir at room temperature for 15 h. The mixture was evaporated to dryness, poured into 2N NaHCO3 solution (25 ml) and extracted ethyl acetate (3×50 ml). The combined organic layers were washed with brine (50 ml), dried (MgSO4) and evaporated. F... RXN SMILES: [C:1]([O:2][C:3](=[O:4])[NH:7][c:8]1[c:9]([NH:18][C:19]([CH2:20][C:21](=[O:5])[c:22]2[cH:23][c:24](-[c:28]3[n:29][cH:30][cH:31][n:32][cH:33]3)[cH:25][cH:26][cH:27]2)=[O:35])[cH:10][c:11]([C:14]([F:15])([F:16])[F:17])[cH:12][cH:13]1)([CH3:6])([CH3:34])[CH3:36].[Cl:44][CH2:45][Cl:46].[F:37][C:38]([F:39])([F:40])[C:41]([OH:42])=[O:43]>>[N:7]1=[C:21]([c:22]2[cH:23][c:24](-[c:28]3[n:29][cH:30][cH:31][n:32][cH:33]3)[cH:25][cH:26][cH:27]2)[CH2:20][C:19](=[O:35])[NH:18][c:9]2[c:8]1[cH:13][cH:12][c:11]([C:14]([F:15])([F:16])[F:17])[cH:10]2. Yields the product O=C1CC(c2cccc(-c3cnccn3)c2)=Nc2ccc(C(F)(F)F)cc2N1. Starting materials: CC(C)(C)OC(=O)Nc1ccc(C(F)(F)F)cc1NC(=O)CC(=O)c1cccc(-c2cnccn2)c1, ClCCl, O=C(O)C(F)(F)F. Procedure details: To a stirred solution of 4 (76 mg, 0.13 mmol), N-(4-bromobutyl)-phthalimide (71 mg, 0.25 mmol) in 10 mL CH3CN, CsF (96 mg, 0.63 mmol) was added. The resulting mixture was refluxed for 5 hours and then concentrated in vacuo. MPLC purification (Hex:EtOAc/4:1) of the residue gave 5 as a yellow amorphous solid (60 mg, 69%). 1H NMR (400 MHZ, CDCl3) δ 8.13 (d, J=8.4 Hz, 2H), 7.96 (s, 1H), 7.74-7.35 (m, 14H), 6.62 (s, 1H), 5.39 (s, 2H), 4.30 (t, J=7.2 Hz, 2H), 4.16 (q, J=7.2 Hz, 2H), 3.66 (s, 2H), 3.49... Starting materials: BrC1=C(C=C(S1)C(=O)C1=CC=C2C=C(NC2=C1)C1=CC=C(C(=O)OCC2=CC=CC=C2)C=C1)CC(=O)OCC (Benzyl 4-(6-(5-bromo-4-(2-ethoxy-2-oxoethyl)thiophene-2-carbonyl)-1H-indol-2-yl)benzoate), BrCCCCN1C(C=2C(C1=O)=CC=CC2)=O (N-(4-bromobutyl)-phthalimide), [F-].[Cs+] (CsF). Reaction SMILES: [Br:1][C:2]1[S:6][C:5]([C:7]([C:9]2[CH:17]=[C:16]3[C:12]([CH:13]=[C:14]([C:18]4[CH:33]=[CH:32][C:21]([C:22]([O:24][CH2:25][C:26]5[CH:31]=[CH:30][CH:29]=[CH:28][CH:27]=5)=[O:23])=[CH:20][CH:19]=4)[NH:15]3)=[CH:11][CH:10]=2)=[O:8])=[CH:4][C:3]=1[CH2:34][C:35]([O:37][CH2:38][CH3:39])=[O:36].Br[CH2:41][CH2:42][CH2:43][CH2:44][N:45]1[C:49](=[O:50])[C:48]2=[CH:51][CH:52]=[CH:53][CH:54]=[C:47]2[C:46]1=[O:55].[F-].[Cs+]>CC#N>[Br:1][C:2]1[S:6][C:5]([C:7]([C:9]2[CH:17]=[C:16]3[C:12]([CH:13]=[C:14]([C:18]4[CH:33]=[CH:32][C:21]([C:22]([O:24][CH2:25][C:26]5[CH:31]=[CH:30][CH:29]=[CH:28][CH:27]=5)=[O:23])=[CH:20][CH:19]=4)[N:15]3[CH2:41][CH2:42][CH2:43][CH2:44][N:45]3[C:49](=[O:50])[C:48]4[C:47](=[CH:54][CH:53]=[CH:52][CH:51]=4)[C:46]3=[O:55])=[CH:11][CH:10]=2)=[O:8])=[CH:4][C:3]=1[CH2:34][C:35]([O:37][CH2:38][CH3:39])=[O:36] |f:2.3|. Yield: 57.4%. Product: BrC1=C(C=C(S1)C(=O)C1=CC=C2C=C(N(C2=C1)CCCCN1C(C2=CC=CC=C2C1=O)=O)C1=CC=C(C(=O)OCC2=CC=CC=C2)C=C1)CC(=O)OCC (Benzyl 4-(6-(5-bromo-4-(2-ethoxy-2-oxoethyl)thiophene-2-carbonyl)-1-(4-(1,3-dioxoisoindolin-2-yl)butyl)-1H-indol-2-yl)benzoate). Run in CC#N (CH3CN). Procedure details: Combine a mixture of 4-chloro-7-(2,4-dimethoxybenzyl)-5H-pyrrolo[2,3-d]pyrimidin-6(7H)-one (1.10 equiv; 868.3 mmol; 277.63 g) in methanol (62.44 mol; 2.53 L) at RT, a solution of 2-(4-(4-fluoro-3-(trifluoromethyl)phenyl)-2-(piperidin-4-yl)-1H-imidazol-1-yl)-N,N-dimethylethanamine dihydrochloride (1.00 equiv; 789.35 mmol; 361.0 g) and TEA (9077 mmol; 1265 mL) in methanol (62.44 mol; 2.53 L) and stir the mixture overnight at 55-60° C. Partition the reaction mixture between water (10 L) and EA (10 ... Yields the product CN(CCN1C(=NC(=C1)C1=CC(=C(C=C1)F)C(F)(F)F)C1CCN(CC1)C=1C2=C(N=CN1)N(C(C2)=O)CC2=C(C=C(C=C2)OC)OC)C (4-(4-(1-(2-(Dimethylamino)ethyl)-4-(4-fluoro-3-(trifluoromethyl)phenyl)-1H-imidazol-2-yl)piperidin-1-yl)-7-(2,4-dimethoxybenzyl)-5H-pyrrolo[2,3-d]pyrimidin-6 (7H)-one). Isolated yield 60.0%. Reactants: ClC=1C2=C(N=CN1)N(C(C2)=O)CC2=C(C=C(C=C2)OC)OC (4-chloro-7-(2,4-dimethoxybenzyl)-5H-pyrrolo[2,3-d]pyrimidin-6(7H)-one), CO (methanol), Cl.Cl.FC1=C(C=C(C=C1)C=1N=C(N(C1)CCN(C)C)C1CCNCC1)C(F)(F)F (2-(4-(4-fluoro-3-(trifluoromethyl)phenyl)-2-(piperidin-4-yl)-1H-imidazol-1-yl)-N,N-dimethylethanamine dihydrochloride), TEA, CO (methanol). Reaction SMILES: Cl[C:2]1[C:3]2[CH2:10][C:9](=[O:11])[N:8]([CH2:12][C:13]3[CH:18]=[CH:17][C:16]([O:19][CH3:20])=[CH:15][C:14]=3[O:21][CH3:22])[C:4]=2[N:5]=[CH:6][N:7]=1.CO.Cl.Cl.[F:27][C:28]1[CH:33]=[CH:32][C:31]([C:34]2[N:35]=[C:36]([CH:44]3[CH2:49][CH2:48][NH:47][CH2:46][CH2:45]3)[N:37]([CH2:39][CH2:40][N:41]([CH3:43])[CH3:42])[CH:38]=2)=[CH:30][C:29]=1[C:50]([F:53])([F:52])[F:51]>>[CH3:42][N:41]([CH3:43])[CH2:40][CH2:39][N:37]1[CH:38]=[C:34]([C:31]2[CH:32]=[CH:33][C:28]([F:27])=[C:29]([C:50]([F:52])([F:51])[F:53])[CH:30]=2)[N:35]=[C:36]1[CH:44]1[CH2:45][CH2:46][N:47]([C:2]2[C:3]3[CH2:10][C:9](=[O:11])[N:8]([CH2:12][C:13]4[CH:18]=[CH:17][C:16]([O:19][CH3:20])=[CH:15][C:14]=4[O:21][CH3:22])[C:4]=3[N:5]=[CH:6][N:7]=2)[CH2:48][CH2:49]1 |f:2.3.4|. Run at time 4 hour. Reactants: C(C=C)[C@@]1(C(N([C@@H]([C@H](C1)C1=CC(=CC=C1)Cl)C1=CC=C(C=C1)Cl)[C@H](C(C)=O)CC)=O)C ((3S,5R,6S)-3-allyl-5-(3-chlorophenyl)-6-(4-chlorophenyl)-3-methyl-1-((S)-2-oxopentan-3-yl)piperidin-2-one), C[Mg]Br (methylmagnesium bromide), C1(=CC=CC=C1)C (toluene), C[Mg+].[Br-] (MeMgBr). Procedure: To a solution of (3S,5R,6S)-3-allyl-5-(3-chlorophenyl)-6-(4-chlorophenyl)-3-methyl-1-((S)-2-oxopentan-3-yl)piperidin-2-one (0.100 g, 0.218 mmol; Example 149, Step B) in THF (4 mL) was added a solution of methylmagnesium bromide, 1.4M in toluene (0.104 g, 0.873 mmol) at 0° C. The reaction was allowed to warm to room temperature. After being stirred at room temperature for 4 h, another 1 eq. of MeMgBr was added and stirred for another 2 h. The reaction was quenched w/sat NH4Cl solution, and extrac... Run in C1CCOC1 (THF). As a reaction SMILES: [CH2:1]([C@@:4]1([CH3:31])[CH2:9][C@H:8]([C:10]2[CH:15]=[CH:14][CH:13]=[C:12]([Cl:16])[CH:11]=2)[C@@H:7]([C:17]2[CH:22]=[CH:21][C:20]([Cl:23])=[CH:19][CH:18]=2)[N:6]([C@@H:24]([CH2:28][CH3:29])[C:25](=[O:27])[CH3:26])[C:5]1=[O:30])[CH:2]=[CH2:3].[CH3:32][Mg]Br.C1(C)C=CC=CC=1>C1COCC1>[CH2:1]([C@@:4]1([CH3:31])[CH2:9][C@H:8]([C:10]2[CH:15]=[CH:14][CH:13]=[C:12]([Cl:16])[CH:11]=2)[C@@H:7]([C:17]2[CH:18]=[CH:19][C:20]([Cl:23])=[CH:21][CH:22]=2)[N:6]([C@@H:24]([CH2:28][CH3:29])[C:25]([OH:27])([CH3:32])[CH3:26])[C:5]1=[O:30])[CH:2]=[CH2:3]. The product is C(C=C)[C@@]1(C(N([C@@H]([C@H](C1)C1=CC(=CC=C1)Cl)C1=CC=C(C=C1)Cl)[C@H](C(C)(C)O)CC)=O)C ((3S,5R,6S)-3-allyl-5-(3-chlorophenyl)-6-(4-chlorophenyl)-1-((S)-2-hydroxy-2-methylpentan-3-yl)-3-methylpiperidin-2-one).